Dataset: the Open Reaction Database (ORD), a public repository of structured organic reaction records. Task: describe an organic reaction: reactants, conditions, products, and yield Reactants: CCOC(=O)c1sc(-c2ccc(C(F)(F)F)cc2)nc1CBr, COCCOCCOC, CCO, OB(O)c1ccc(C(F)(F)F)cc1, [Na+], [Na+], O=C([O-])[O-], O, c1ccc(P(c2ccccc2)(c2ccccc2)[Pd](P(c2ccccc2)(c2ccccc2)c2ccccc2)(P(c2ccccc2)(c2ccccc2)c2ccccc2)P(c2ccccc2)(c2ccccc2)c2ccccc2)cc1. Product: CCOC(=O)c1sc(-c2ccc(C(F)(F)F)cc2)nc1Cc1ccc(C(F)(F)F)cc1. RXN SMILES: [Br:1][CH2:2][c:3]1[n:4][c:5](-[c:13]2[cH:14][cH:15][c:16]([C:19]([F:20])([F:21])[F:22])[cH:17][cH:18]2)[s:6][c:7]1[C:8](=[O:9])[O:10][CH2:11][CH3:12].[CH3:42][O:43][CH2:44][CH2:45][O:46][CH2:47][CH2:48][O:49][CH3:50].[CH3:52][CH2:53][OH:54].[F:29][C:30]([c:31]1[cH:32][cH:33][c:34]([B:37]([OH:38])[OH:39])[cH:35][cH:36]1)([F:40])[F:41].[Na+:23].[Na+:24].[O-:25][C:26](=[O:27])[O-:28].[OH2:51].[cH:55]1[cH:56][cH:57][c:58]([P:59]([Pd:60]([P:61]([c:62]2[cH:63][cH:64][cH:65][cH:66][cH:67]2)([c:68]2[cH:69][cH:70][cH:71][cH:72][cH:73]2)[c:74]2[cH:75][cH:76][cH:77][cH:78][cH:79]2)([P:80]([c:81]2[cH:82][cH:83][cH:84][cH:85][cH:86]2)([c:87]2[cH:88][cH:89][cH:90][cH:91][cH:92]2)[c:93]2[cH:94][cH:95][cH:96][cH:97][cH:98]2)[P:99]([c:100]2[cH:101][cH:102][cH:103][cH:104][cH:105]2)([c:106]2[cH:107][cH:108][cH:109][cH:110][cH:111]2)[c:112]2[cH:113][cH:114][cH:115][cH:116][cH:117]2)([c:118]2[cH:119][cH:120][cH:121][cH:122][cH:123]2)[c:124]2[cH:125][cH:126][cH:127][cH:128][cH:129]2)[cH:130][cH:131]1>>[CH2:2]([c:3]1[n:4][c:5](-[c:13]2[cH:14][cH:15][c:16]([C:19]([F:20])([F:21])[F:22])[cH:17][cH:18]2)[s:6][c:7]1[C:8](=[O:9])[O:10][CH2:11][CH3:12])[c:34]1[cH:33][cH:32][c:31]([C:30]([F:29])([F:40])[F:41])[cH:36][cH:35]1.